Dataset: the Open Reaction Database (ORD), a public repository of structured organic reaction records. Task: describe an organic reaction: reactants, conditions, products, and yield The reactants are CN(C)CC(O)CO[Si](C)(C)C(C)(C)C, CCCCCC=CCC=CCCCCCCCCOS(C)(=O)=O, Cc1ccccc1, [H-], [Na+]. The product is CCCCCC=CCC=CCCCCCCCCOC(CO[Si](C)(C)C(C)(C)C)CN(C)C. As a reaction SMILES: [C:1]([CH3:2])([CH3:3])([CH3:4])[Si:5]([O:6][CH2:7][CH:8]([CH2:9][N:10]([CH3:11])[CH3:12])[OH:13])([CH3:14])[CH3:15].[CH3:18][S:19]([O:20][CH2:23][CH2:24][CH2:25][CH2:26][CH2:27][CH2:28][CH2:29][CH2:30][CH:31]=[CH:32][CH2:33][CH:34]=[CH:35][CH2:36][CH2:37][CH2:38][CH2:39][CH3:40])(=[O:21])=[O:22].[CH3:41][c:42]1[cH:43][cH:44][cH:45][cH:46][cH:47]1.[H-:17].[Na+:16]>>[C:1]([CH3:2])([CH3:3])([CH3:4])[Si:5]([O:6][CH2:7][CH:8]([CH2:9][N:10]([CH3:11])[CH3:12])[O:13][CH2:23][CH2:24][CH2:25][CH2:26][CH2:27][CH2:28][CH2:29][CH2:30][CH:31]=[CH:32][CH2:33][CH:34]=[CH:35][CH2:36][CH2:37][CH2:38][CH2:39][CH3:40])([CH3:14])[CH3:15].